This data is from the Open Reaction Database (ORD), a public repository of structured organic reaction records. The task is: describe an organic reaction: reactants, conditions, products, and yield Reactants: BrC=1C=NC(=NC1)Cl (5-bromo-2-chloropyrimidine), C(=C\C)/B(O)O ((E)-prop-1-enylboronic acid), C([O-])([O-])=O.[K+].[K+] (potassium carbonate), CCOC(=O)C (EtOAc). The reagents and catalysts are C1=CC=C(C=C1)P([C-]2C=CC=C2)C3=CC=CC=C3.C1=CC=C(C=C1)P([C-]2C=CC=C2)C3=CC=CC=C3.Cl[Pd]Cl.[Fe+2].C(Cl)Cl (PdCl2(dppf) CH2Cl2). The solvent is C1(=CC=CC=C1)C (toluene), O (water). Yields the product ClC1=NC=C(C=N1)\C=C\C ((E)-2-chloro-5-(prop-1-enyl)pyrimidine). Isolated yield 42.0%. RXN SMILES: Br[C:2]1[CH:3]=[N:4][C:5]([Cl:8])=[N:6][CH:7]=1.[CH:9](/B(O)O)=[CH:10]\[CH3:11].C(=O)([O-])[O-].[K+].[K+].CCOC(C)=O>C1(C)C=CC=CC=1.O.C1C=CC(P(C2C=CC=CC=2)[C-]2C=CC=C2)=CC=1.C1C=CC(P(C2C=CC=CC=2)[C-]2C=CC=C2)=CC=1.Cl[Pd]Cl.[Fe+2].C(Cl)Cl>[Cl:8][C:5]1[N:4]=[CH:3][C:2](/[CH:9]=[CH:10]/[CH3:11])=[CH:7][N:6]=1 |f:2.3.4,8.9.10.11.12|. Reported procedure: To 5-bromo-2-chloropyrimidine (2.027 g, 10.48 mmol), (E)-prop-1-enylboronic acid (1.350 g, 15.72 mmol), PdCl2(dppf)-CH2Cl2 (0.428 g, 0.524 mmol), and potassium carbonate (4.35 g, 31.4 mmol) in toluene (20 mL) and water (0.5 mL) was bubbled nitrogen subsurface for 1 minute and then placed in a 90° C. oil bath for 5 hours. 200 mL EtOAc was added and the reaction was then washed with 3×200 mL of water, dried with MgSO4, filtered and concentrated to 1.53 g brown solids. This was purified by flash ch... Reactants: CCOc1noc(C#N)c1C, C[O-], CO, CC(=O)O, CCO, [K+], CC(C)(N)CO, [Na+], [OH-], O. The product is CCOc1noc(C2=NC(C)(C)CO2)c1C. Reaction SMILES: [CH2:1]([CH3:2])[O:3][c:4]1[n:5][o:6][c:7]([C:10]#[N:11])[c:8]1[CH3:9].[CH3:12][O-:13].[CH3:15][OH:16].[CH3:17][C:18](=[O:19])[OH:20].[CH3:29][CH2:30][OH:31].[K+:28].[NH2:21][C:22]([CH2:23][OH:24])([CH3:25])[CH3:26].[Na+:14].[OH-:27].[OH2:32]>>[CH2:1]([CH3:2])[O:3][c:4]1[n:5][o:6][c:7]([C:10]2=[N:11][C:22]([CH3:25])([CH3:26])[CH2:23][O:24]2)[c:8]1[CH3:9]. Reactants: BrCc1ccccc1, CS(C)=O, [Cl-], [H-], [Na+], [Na+], Cc1ccc(NC(=O)NC2(CC(=O)O)C(=O)Nc3ccccc32)cc1. Product: Cc1ccc(NC(=O)NC2(CC(=O)O)C(=O)N(Cc3ccccc3)c3ccccc32)cc1. Reaction SMILES: [Br:28][CH2:29][c:30]1[cH:31][cH:32][cH:33][cH:34][cH:35]1.[CH3:38][S:39](=[O:40])[CH3:41].[Cl-:37].[H-:26].[Na+:27].[Na+:36].[OH:1][C:2](=[O:3])[CH2:4][C:5]1([NH:15][C:16](=[O:17])[NH:18][c:19]2[cH:20][cH:21][c:22]([CH3:25])[cH:23][cH:24]2)[C:6](=[O:14])[NH:7][c:8]2[cH:9][cH:10][cH:11][cH:12][c:13]21>>[OH:1][C:2](=[O:3])[CH2:4][C:5]1([NH:15][C:16](=[O:17])[NH:18][c:19]2[cH:20][cH:21][c:22]([CH3:25])[cH:23][cH:24]2)[C:6](=[O:14])[N:7]([CH2:29][c:30]2[cH:31][cH:32][cH:33][cH:34][cH:35]2)[c:8]2[cH:9][cH:10][cH:11][cH:12][c:13]21. The reactants are [Al+3], CC(=O)Cl, [Cl-], [Cl-], [Cl-], ClCCl, CCOC(=O)C1=Cc2ccccc2OC1C(F)(F)F. Yields the product CCOC(=O)C1=Cc2cc(C(C)=O)ccc2OC1C(F)(F)F. As a reaction SMILES: [Al+3:21].[CH3:24][C:25]([Cl:26])=[O:27].[Cl-:20].[Cl-:22].[Cl-:23].[Cl:28][CH2:29][Cl:30].[F:1][C:2]([CH:3]1[O:4][c:5]2[cH:6][cH:7][cH:8][cH:9][c:10]2[CH:11]=[C:12]1[C:13](=[O:14])[O:15][CH2:16][CH3:17])([F:18])[F:19]>>[F:1][C:2]([CH:3]1[O:4][c:5]2[cH:6][cH:7][c:8]([C:25]([CH3:24])=[O:27])[cH:9][c:10]2[CH:11]=[C:12]1[C:13](=[O:14])[O:15][CH2:16][CH3:17])([F:18])[F:19].